Task: describe an organic reaction: reactants, conditions, products, and yield. Dataset: the Open Reaction Database (ORD), a public repository of structured organic reaction records Starting materials: CC1CN(C)C(=O)c2c(OCc3ccccc3)c3c(=O)n(Cc4ccc(F)cc4)ncc3n21, CO, [H][H]. The product is CC1CN(C)C(=O)c2c(O)c3c(=O)n(Cc4ccc(F)cc4)ncc3n21. Reaction SMILES: [CH2:1]([c:2]1[cH:3][cH:4][cH:5][cH:6][cH:7]1)[O:8][c:9]1[c:10]2[n:11]([c:12]3[cH:13][n:14][n:15]([CH2:19][c:20]4[cH:21][cH:22][c:23]([F:26])[cH:24][cH:25]4)[c:16](=[O:18])[c:17]13)[CH:27]([CH3:33])[CH2:28][N:29]([CH3:32])[C:30]2=[O:31].[CH3:36][OH:37].[H:34][H:35]>>[OH:8][c:9]1[c:10]2[n:11]([c:12]3[cH:13][n:14][n:15]([CH2:19][c:20]4[cH:21][cH:22][c:23]([F:26])[cH:24][cH:25]4)[c:16](=[O:18])[c:17]13)[CH:27]([CH3:33])[CH2:28][N:29]([CH3:32])[C:30]2=[O:31]. Starting materials: O=S1(=O)N=C2CCCN2c2ccccc21, [K+], O=[N+]([O-])[O-], O, O=S(=O)(O)O. The product is O=[N+]([O-])c1ccc2c(c1)S(=O)(=O)N=C1CCCN12. As a reaction SMILES: [CH2:1]1[CH2:2][CH2:3][C:4]2=[N:5][S:6](=[O:14])(=[O:15])[c:7]3[c:8]([cH:10][cH:11][cH:12][cH:13]3)[N:9]12.[K+:20].[N+:16](=[O:17])([O-:18])[O-:19].[OH2:21].[S:22](=[O:23])(=[O:24])([OH:25])[OH:26]>>[CH2:1]1[CH2:2][CH2:3][C:4]2=[N:5][S:6](=[O:14])(=[O:15])[c:7]3[c:8]([cH:10][cH:11][c:12]([N+:16](=[O:17])[O-:18])[cH:13]3)[N:9]12. The reactants are BrC1=C(C=CC=C1)I (1-Bromo-2-iodobenzene), C1=CC=CC1 (cyclopentadiene), [Mg] (magnesium), O1CCCC1 (tetrahydrofuran). The solvent is O (water). Reaction conditions: time 1 hour. The product is C=12C3=C(C(=CC1)C2)C=CC=C3 (Benzobicyclo[2.2.1]heptadiene). RXN SMILES: Br[C:2]1[CH:7]=[CH:6][CH:5]=[CH:4][C:3]=1I.[CH:9]1[CH2:13][CH:12]=[CH:11][CH:10]=1.[Mg].O1CCCC1>O>[C:10]12[CH2:9][C:13](=[CH:12][CH:11]=1)[C:3]1[CH:4]=[CH:5][CH:6]=[CH:7][C:2]2=1. Procedure: 1-Bromo-2-iodobenzene (1 ml) was combined with cyclopentadiene (1.5 ml) and added dropwise to a mixture of magnesium (0.25 g) and tetrahydrofuran (25 ml) which had been heated to reflux. After the addition, heating was continued for 1 hour. The mixture was cooled to room temperature, treated with water (50 ml), and extracted with ether (3×30 ml). The combined organic layers were dried over magnesium sulfate and the solvents removed on a rotary evaporator. The residue was distilled on a Kugelrohr...